describe an organic reaction: reactants, conditions, products, and yield From a dataset of the Open Reaction Database (ORD), a public repository of structured organic reaction records. Starting materials: C(C)(=O)SC1=C(C(=O)O)C=CC=C1Cl (2-Acetylthio-3-chlorobenzoic acid), C(C)(C)(C)OC(CNC1CCCC1)=O (N-cyclopentylglycine t-butyl ester), N,N1 -dicyclohexylcarbodiimide. Run in C(Cl)Cl (methylene chloride), C(Cl)Cl (methylene chloride). Conditions: time 8 hour. The product is C(C)(C)(C)OC(CN(C1CCCC1)C(C1=C(C(=CC=C1)Cl)SC(C)=O)=O)=O (N-(2-Acetylthio-3-chlorobenzoyl)-N-cyclopentylglycine t-butyl ester). Yield: 100.0%. Reaction SMILES: [C:1]([S:4][C:5]1[C:13]([Cl:14])=[CH:12][CH:11]=[CH:10][C:6]=1[C:7]([OH:9])=O)(=[O:3])[CH3:2].[C:15]([O:19][C:20](=[O:28])[CH2:21][NH:22][CH:23]1[CH2:27][CH2:26][CH2:25][CH2:24]1)([CH3:18])([CH3:17])[CH3:16]>C(Cl)Cl>[C:15]([O:19][C:20](=[O:28])[CH2:21][N:22]([C:7](=[O:9])[C:6]1[CH:10]=[CH:11][CH:12]=[C:13]([Cl:14])[C:5]=1[S:4][C:1](=[O:3])[CH3:2])[CH:23]1[CH2:24][CH2:25][CH2:26][CH2:27]1)([CH3:18])([CH3:16])[CH3:17]. Procedure details: 2-Acetylthio-3-chlorobenzoic acid (11.5 g, 50 mmol) and N-cyclopentylglycine t-butyl ester (10.0 g, 50 mmol) in methylene chloride (350 ml) were cooled to 0°-5° C., and N,N1 -dicyclohexylcarbodiimide (10.3 g, 50 mmol) in methylene chloride (50 ml) was added. The mixture was stirred overnight. The DCC-urea was filtered and washed with CH2Cl2. The filtrate was then washed 2×125 ml 1N HCl, 2×125 ml saturated NaHCO3, 2×125 ml brine, dried (MgSO4), filtered and concentrated to give 20.6 g of an oil. ... The reactants are C(C)(C)(C)C1=CC=C(C(=O)Cl)C=C1 (4-t-butylbenzoyl chloride), NC(C)CCCCC (2-aminoheptane). The product is C(C)(C)(C)N(C(CCCCC)C)CC1=CC=CC=C1 (N-t-butylbenzyl-N-(1-methylhexyl)amine). As a reaction SMILES: C([C:5]1[CH:13]=[CH:12][C:8]([C:9](Cl)=O)=[CH:7][CH:6]=1)(C)(C)C.[NH2:14][CH:15]([CH2:17][CH2:18][CH2:19][CH2:20][CH3:21])[CH3:16]>>[C:8]([N:14]([CH2:9][C:8]1[CH:7]=[CH:6][CH:5]=[CH:13][CH:12]=1)[CH:15]([CH3:16])[CH2:17][CH2:18][CH2:19][CH2:20][CH3:21])([CH3:12])([CH3:9])[CH3:7]. Procedure details: The N-t-butylbenzyl-N-(1-methylhexyl)amine was synthesized in the same manner as in Example 2, procedures 1 and 2 using 4-t-butylbenzoyl chloride and 2-aminoheptane as starting materials. Reaction SMILES: [Cl:1][C:2]1[CH:10]=[C:9]2[C:5]([C:6]([C:11]([N:13]3[CH2:18][CH2:17][C:16]4([C:22]5[CH:23]=[CH:24][CH:25]=[CH:26][C:21]=5[C:20](=[O:27])[O:19]4)[CH2:15][CH2:14]3)=[O:12])=[CH:7][NH:8]2)=[CH:4][CH:3]=1.Cl[CH2:29][C:30]([C:32]1[CH:37]=[CH:36][CH:35]=[C:34]([F:38])[CH:33]=1)=[O:31]>>[Cl:1][C:2]1[CH:10]=[C:9]2[C:5]([C:6]([C:11]([N:13]3[CH2:18][CH2:17][C:16]4([C:22]5[CH:23]=[CH:24][CH:25]=[CH:26][C:21]=5[C:20](=[O:27])[O:19]4)[CH2:15][CH2:14]3)=[O:12])=[CH:7][N:8]2[CH2:29][C:30]([C:32]2[CH:37]=[CH:36][CH:35]=[C:34]([F:38])[CH:33]=2)=[O:31])=[CH:4][CH:3]=1. Starting materials: ClC1=CC=C2C(=CNC2=C1)C(=O)N1CCC2(CC1)OC(C1=C2C=CC=C1)=O (1′-[(6-chloro-1H-indol-3-yl)carbonyl]-3H-spiro[2-benzofuran-1,4′-piperidin]-3-one), ClCC(=O)C1=CC(=CC=C1)F (2-chloro-1-(3-fluoro-phenyl)-ethanone). Procedure: Following the general procedure III as described above, the acylation of 1′-[(6-chloro-1H-indol-3-yl)carbonyl]-3H-spiro[2-benzofuran-1,4′-piperidin]-3-one (prepared according to example 16) with commercially available 2-chloro-1-(3-fluoro-phenyl)-ethanone gave the title compound. ES-MS m/e (%): 517.4 (M+H+). The product is ClC1=CC=C2C(=CN(C2=C1)CC(=O)C1=CC(=CC=C1)F)C(=O)N1CCC2(CC1)OC(C1=C2C=CC=C1)=O (1′-({6-Chloro-1-[2-(3-fluorophenyl)-2-oxoethyl]-1H-indol-3-yl}carbonyl)-3H-spiro[2-benzofuran-1,4′-piperidin]-3-one). Starting materials: C(=O)(O)CC=1C=C(C(C(=O)O)=CC1)C(=O)O (4-carboxymethylphthalic acid), C1(=CC=CC=C1)C(=[N+]=[N-])C1=CC=CC=C1 (diphenyldiazomethane). Solvent: CC(=O)C (acetone), CC(=O)C (acetone). Yields the product C1(=CC=CC=C1)C(OC(=O)C=1C=C(C=CC1C(=O)OC(C1=CC=CC=C1)C1=CC=CC=C1)CC(=O)O)C1=CC=CC=C1 (3,4-bis(diphenylmethyloxycarbonyl)phenylacetic acid). As a reaction SMILES: [C:1]([CH2:4][C:5]1[CH:6]=[C:7]([C:14]([OH:16])=[O:15])[C:8](=[CH:12][CH:13]=1)[C:9]([OH:11])=[O:10])([OH:3])=[O:2].[C:17]1([C:23]([C:26]2[CH:31]=[CH:30][CH:29]=[CH:28][CH:27]=2)=[N+]=[N-])[CH:22]=[CH:21][CH:20]=[CH:19][CH:18]=1>CC(C)=O>[C:17]1([CH:23]([C:26]2[CH:31]=[CH:30][CH:29]=[CH:28][CH:27]=2)[O:15][C:14]([C:7]2[CH:6]=[C:5]([CH2:4][C:1]([OH:3])=[O:2])[CH:13]=[CH:12][C:8]=2[C:9]([O:11][CH:23]([C:17]2[CH:22]=[CH:21][CH:20]=[CH:19][CH:18]=2)[C:26]2[CH:31]=[CH:30][CH:29]=[CH:28][CH:27]=2)=[O:10])=[O:16])[CH:22]=[CH:21][CH:20]=[CH:19][CH:18]=1. Reported procedure: 0.52 g of 4-carboxymethylphthalic acid was dissolved in 10 ml of acetone, and a solution of 0.89 g of diphenyldiazomethane in acetone (20 ml) was dropwise added over a period of 15 minutes at room temperature with stirring. After completion of the dropwise addition, the mixture was stirred at room temperature overnight. Then, the solvent was distilled off, and then, the residue was purified by silica gel column chromatography (hexane/ethyl acetate=2/1→ethyl acetate) to obtain 0.67 g of the above... Starting materials: [N+](=O)([O-])C1=CC2=C(OC3=C2CCCCC3)C=C1 (2-nitro-7,8,9,10-tetrahydro-6H-benzo[b]-cyclohepta[d]furan). The reagents and catalysts are [Ni] (Raney nickel). Run in C(C)O (ethanol). Yields the product C1=C(C=CC=2OC3=C(C21)CCCCC3)N (7,8,9,10-tetrahydro-6H-benzo[b]-cyclohepta[d]furan-2-ylamine). Isolated yield 91.4%. As a reaction SMILES: [N+:1]([C:4]1[CH:17]=[CH:16][C:7]2[O:8][C:9]3[CH2:15][CH2:14][CH2:13][CH2:12][CH2:11][C:10]=3[C:6]=2[CH:5]=1)([O-])=O>[Ni].C(O)C>[CH:5]1[C:6]2[C:10]3[CH2:11][CH2:12][CH2:13][CH2:14][CH2:15][C:9]=3[O:8][C:7]=2[CH:16]=[CH:17][C:4]=1[NH2:1]. Procedure: Potassium t-butoxide (19 g, 1600 mmol) was added in portions to a cooled (2° C.) solution of cycloheptanone oxime (19 g, 150 mmol) in DMF (150 mL). The cooled reaction mixture was stirred for 40 minutes and then 1-chloro-4-nitrobenzene (25 g, 160 mmol) in DMF (50 mL) was added over 5 minutes. The reaction mixture was stirred at ˜10° C. for 30 minutes and then allowed to warm to room temperature and stirred for an additional 2 hours, and then stood at ambient temperature for 16 hours. The reactio... Reactants: CS(C)=O, Cl, O=[N+]([O-])c1ccc(F)cc1F, [Li+], Cc1cc(C#N)c(N)s1, [OH-], O, O. The product is Cc1cc(C#N)c(Nc2cc(F)ccc2[N+](=O)[O-])s1. Reaction SMILES: [CH3:26][S:27]([CH3:28])=[O:29].[ClH:24].[F:10][c:11]1[c:12]([N+:18](=[O:19])[O-:20])[cH:13][cH:14][c:15]([F:17])[cH:16]1.[Li+:23].[NH2:1][c:2]1[s:3][c:4]([CH3:9])[cH:5][c:6]1[C:7]#[N:8].[OH-:22].[OH2:21].[OH2:25]>>[NH:1]([c:2]1[s:3][c:4]([CH3:9])[cH:5][c:6]1[C:7]#[N:8])[c:11]1[c:12]([N+:18](=[O:19])[O-:20])[cH:13][cH:14][c:15]([F:17])[cH:16]1.